From a dataset of the Open Reaction Database (ORD), a public repository of structured organic reaction records. describe an organic reaction: reactants, conditions, products, and yield Starting materials: COC(C(CC=1C=C2C=CNC2=CC1)OC1=CC=CC=C1)=O (rac-3-(1H-indol-5-yl)-2-phenoxy-propionic acid methyl ester), ClCC=1N=C(OC1C)C1=CC=C(C=C1)C(F)(F)F (4-chloromethyl-5-methyl-2-(4-trifluoromethyl-phenyl)-oxazole). Yields the product CC1=C(N=C(O1)C1=CC=C(C=C1)C(F)(F)F)CN1C=CC2=CC(=CC=C12)CC(C(=O)O)OC1=CC=CC=C1 (rac-3-{1-[5-methyl-2-(4-trifluoromethyl-phenyl)-oxazol-4-yl methyl]-1H-indol-5-yl}-2-phenoxy-propionic acid). As a reaction SMILES: C[O:2][C:3](=[O:22])[CH:4]([O:15][C:16]1[CH:21]=[CH:20][CH:19]=[CH:18][CH:17]=1)[CH2:5][C:6]1[CH:7]=[C:8]2[C:12](=[CH:13][CH:14]=1)[NH:11][CH:10]=[CH:9]2.Cl[CH2:24][C:25]1[N:26]=[C:27]([C:31]2[CH:36]=[CH:35][C:34]([C:37]([F:40])([F:39])[F:38])=[CH:33][CH:32]=2)[O:28][C:29]=1[CH3:30]>>[CH3:30][C:29]1[O:28][C:27]([C:31]2[CH:32]=[CH:33][C:34]([C:37]([F:40])([F:38])[F:39])=[CH:35][CH:36]=2)=[N:26][C:25]=1[CH2:24][N:11]1[C:12]2[C:8](=[CH:7][C:6]([CH2:5][CH:4]([O:15][C:16]3[CH:21]=[CH:20][CH:19]=[CH:18][CH:17]=3)[C:3]([OH:2])=[O:22])=[CH:14][CH:13]=2)[CH:9]=[CH:10]1. Reported procedure: In analogy to the procedure described in example 44, rac-3-(1H-indol-5-yl)-2-phenoxy-propionic acid methyl ester (preparation 7) was reacted with 4-chloromethyl-5-methyl-2-(4-trifluoromethyl-phenyl)-oxazole to give rac-3-{1-[5-methyl-2-(4-trifluoromethyl-phenyl)-oxazol-4-yl methyl]-1H-indol-5-yl}-2-phenoxy-propionic acid as colorless solid. Reactants: CC(=O)/C=N/O (anti-pyruvic aldehyde 1-oxime), FC(C1=CC=C(C=C1)NN)(F)F (4-(trifluoromethyl)phenylhydrazine), C(C)(=O)OCC (Ethyl acetate). The reagents and catalysts are O.O.O.O.O.S(=O)(=O)([O-])[O-].[Cu+2] (copper(II) sulfate pentahydrate). The solvent is O (water), C(C)OCC (diethyl ether). Conditions: temperature 23 celsius, time 2 hour. Product: CC1=NN([N+](=C1)[O-])C1=CC=C(C=C1)C(F)(F)F (4-Methyl-2-[4-(trifluoromethyl)phenyl]-2H-1,2,3-triazole 1-oxide). Yield: 78.2%. RXN SMILES: [CH3:1][C:2](/[CH:4]=[N:5]/[OH:6])=O.[F:7][C:8]([F:18])([F:17])[C:9]1[CH:14]=[CH:13][C:12]([NH:15][NH2:16])=[CH:11][CH:10]=1.C(OCC)(=O)C>C(OCC)C.O.O.O.O.O.O.S([O-])([O-])(=O)=O.[Cu+2]>[CH3:1][C:2]1[CH:4]=[N+:5]([O-:6])[N:15]([C:12]2[CH:13]=[CH:14][C:9]([C:8]([F:7])([F:18])[F:17])=[CH:10][CH:11]=2)[N:16]=1 |f:5.6.7.8.9.10.11|. Procedure details: To a stirred solution of anti-pyruvic aldehyde 1-oxime (2.67 g, 30.7 mmol) in diethyl ether (50 mL) was added 4-(trifluoromethyl)phenylhydrazine (5.40 g, 30.7 mmol). The reaction mixture was stirred at 23° C. for 2 h, then concentrated under reduced pressure. The crude residue was dissolved in 15% aqueous pyridine (150 mL). A solution of copper(II) sulfate pentahydrate (15.31 g, 61.3 mmol) in water (75 mL) was added at once. The resulting mixture was stirred at reflux for 17 h, then cooled to 0°...